Dataset: the Open Reaction Database (ORD), a public repository of structured organic reaction records. Task: describe an organic reaction: reactants, conditions, products, and yield Starting materials: O1C(=CC=C1)C(CCC(C)=O)=O (1-(2-furyl)-1,4-pentanedione), CCCCCC.C(Cl)Cl (hexane methylene chloride). Product: CC1=C2C=CCC2=C(C=C1)C=1OC=CC1 (4-Methyl-7-(2-furyl)indene). The yield is 70.0%. As a reaction SMILES: [O:1]1[CH:5]=[CH:4][CH:3]=[C:2]1[C:6](=O)[CH2:7][CH2:8][C:9](=O)[CH3:10].CC[CH2:15][CH2:16][CH2:17][CH3:18].[CH2:19](Cl)Cl>>[CH3:15][C:16]1[CH:17]=[CH:18][C:6]([C:2]2[O:1][CH:5]=[CH:4][CH:3]=2)=[C:7]2[C:19]=1[CH:10]=[CH:9][CH2:8]2 |f:1.2|. Reported procedure: 16.6 g (100 mmol}of 1-(2-furyl)-1,4-pentanedione were reacted analogously to Example 8. Column chromatography with hexane/methylene chloride (7:1) as the mobile phase gave 13.7 g (70 %) of the indene 13. For the NMR data, see Table 1. Starting materials: C(C)(=O)NC1[C@@H]2N(C(=C(CS2)CO)C(=O)OC(C2=CC=CC=C2)C2=CC=CC=C2)C1=O (benzhydryl 7-acetamido-3-hydroxymethyl-3-cephem-4-carboxylate), C(=O)(OC)C=P(C1=CC=CC=C1)(C1=CC=CC=C1)C1=CC=CC=C1 ((carbmethoxymethylene)-triphenylphosphorane), C1(=CC=CC=C1)P(C1=CC=CC=C1)(C1=CC=CC=C1)=O (triphenylphosphine oxide), C(C)(=O)NC1[C@@H]2N(C(=C(CS2)C=O)C(=O)OC(C2=CC=CC=C2)C2=CC=CC=C2)C1=O (benzhydryl 7-acetamido-3-formyl-3-cephem-4-carboxylate), aldehyde. The reagents and catalysts are CC(=O)C.OS(=O)(=O)O.O=[Cr](=O)=O (Jones reagent). Solvent: CC(=O)C (acetone), C1=CC=CC=C1 (benzene), C(C)(C)O (isopropanol). Run at time 1 minute. The product is C(C)(=O)NC1[C@@H]2N(C(=C(CS2)C=CC(=O)OC)C(=O)OC(C2=CC=CC=C2)C2=CC=CC=C2)C1=O (benzhydryl 7-acetamido-3-(2'-methoxycarbonylvinyl)-3-cephem-4-carboxylate). As a reaction SMILES: [C:1]([NH:4][CH:5]1[C:30](=[O:31])[N:7]2[C:8]([C:14]([O:16][CH:17]([C:24]3[CH:29]=[CH:28][CH:27]=[CH:26][CH:25]=3)[C:18]3[CH:23]=[CH:22][CH:21]=[CH:20][CH:19]=3)=[O:15])=[C:9](CO)[CH2:10][S:11][C@H:6]12)(=[O:3])[CH3:2].C(NC1C(=O)N2[C:39]([C:45]([O:47][CH:48](C3C=CC=CC=3)C3C=CC=CC=3)=[O:46])=[C:40](C=O)CS[C@H]12)(=O)C.C(C=P(C1C=CC=CC=1)(C1C=CC=CC=1)C1C=CC=CC=1)(OC)=O.C1(P(=O)(C2C=CC=CC=2)C2C=CC=CC=2)C=CC=CC=1>CC(C)=O.OS(O)(=O)=O.O=[Cr](=O)=O.C(O)(C)C.C1C=CC=CC=1.CC(C)=O>[C:1]([NH:4][CH:5]1[C:30](=[O:31])[N:7]2[C:8]([C:14]([O:16][CH:17]([C:24]3[CH:25]=[CH:26][CH:27]=[CH:28][CH:29]=3)[C:18]3[CH:23]=[CH:22][CH:21]=[CH:20][CH:19]=3)=[O:15])=[C:9]([CH:40]=[CH:39][C:45]([O:47][CH3:48])=[O:46])[CH2:10][S:11][C@H:6]12)(=[O:3])[CH3:2] |f:4.5.6|. Procedure: To a stirred cooled (0°-5° C.) solution containing 220 mg. of benzhydryl 7-acetamido-3-hydroxymethyl-3-cephem-4-carboxylate dissolved in 10 ml. of dry acetone there was added 15 drops of Jones reagent. The mixture was stirred at 0°-5° C. for 1 minute and then quenched with isopropanol and a small amount of saturated sodium bicarbonate solution. Ethyl acetate was added and the resulting solution was washed with saturated aqueous sodium chloride solution, saturated aqueous sodium bicarbonate solut... The reactants are C(CCC)C1=CN(C2=C(C=CC=C2C1=O)Br)CC1=CC=C(C=C1)C=1C(=CC=CC1)C(=O)OC (Methyl 4'-[[3-butyl-1,4-dihydro-8-bromo-4-oxo-1-quinolinyl]-methyl](1,1'-biphenyl) 2-carboxylate), [OH-].[Na+] (sodium hydroxide). Solvent: C(C)O (ethanol). Yields the product C(CCC)C1=CN(C2=C(C=CC=C2C1=O)Br)CC1=CC=C(C=C1)C=1C(=CC=CC1)C(=O)O (4'-[(3-butyl-1,4-dihydro-8-bromo-4-oxo-1-quinolinyl)-methyl](1,1'-biphenyl) 2-carboxylic acid). The yield is 32.5%. As a reaction SMILES: [CH2:1]([C:5]1[C:14](=[O:15])[C:13]2[C:8](=[C:9]([Br:16])[CH:10]=[CH:11][CH:12]=2)[N:7]([CH2:17][C:18]2[CH:23]=[CH:22][C:21]([C:24]3[C:25]([C:30]([O:32]C)=[O:31])=[CH:26][CH:27]=[CH:28][CH:29]=3)=[CH:20][CH:19]=2)[CH:6]=1)[CH2:2][CH2:3][CH3:4].[OH-].[Na+]>C(O)C>[CH2:1]([C:5]1[C:14](=[O:15])[C:13]2[C:8](=[C:9]([Br:16])[CH:10]=[CH:11][CH:12]=2)[N:7]([CH2:17][C:18]2[CH:19]=[CH:20][C:21]([C:24]3[C:25]([C:30]([OH:32])=[O:31])=[CH:26][CH:27]=[CH:28][CH:29]=3)=[CH:22][CH:23]=2)[CH:6]=1)[CH2:2][CH2:3][CH3:4] |f:1.2|. Procedure: Using the procedure of Example 2, 380 mg of the product of Example 17 and 10 ml of N sodium hydroxide and 5 ml of ethanol were reacted to obtain 120 mg of the desired product melting at 180° C. after being crystallized from ethyl acetate. Starting materials: BrCC1CCCO1, Cc1cc(N2CCCC2)c2ccc(O)cc2n1. The product is Cc1cc(N2CCCC2)c2ccc(OCC3CCCO3)cc2n1. RXN SMILES: [CH2:18]([CH:19]1[CH2:20][CH2:21][CH2:22][O:23]1)[Br:24].[CH3:1][c:2]1[n:3][c:4]2[cH:5][c:6]([OH:17])[cH:7][cH:8][c:9]2[c:10]([N:12]2[CH2:13][CH2:14][CH2:15][CH2:16]2)[cH:11]1>>[CH3:1][c:2]1[n:3][c:4]2[cH:5][c:6]([O:17][CH2:18][CH:19]3[CH2:20][CH2:21][CH2:22][O:23]3)[cH:7][cH:8][c:9]2[c:10]([N:12]2[CH2:13][CH2:14][CH2:15][CH2:16]2)[cH:11]1. Yields the product COC=1C=C(C=CC(=O)Cl)C=C(C1OC)OC (3,4,5-trimethoxycinnamoyl chloride). Procedure details: 0.86 gram (3.62 millimoles) of 3,4,5-trimethoxycinnamic acid and 16.3 grams (137 millimoles) of thionyl chloride were heated together at reflux temperature for 45 minutes to obtain 3,4,5-trimethoxycinnamoyl chloride. The reaction mixture was subjected to reduced pressure to vaporize excess thionyl chloride and to recover the acid chloride as residue. The acid chloride was purified by repeated dissolution in benzene and vaporizing the volatile matter. The purified acid chloride residue was dissol... As a reaction SMILES: [CH3:1][O:2][C:3]1[CH:4]=[C:5]([CH:11]=[C:12]([O:16][CH3:17])[C:13]=1[O:14][CH3:15])[CH:6]=[CH:7][C:8](O)=[O:9].S(Cl)([Cl:20])=O>>[CH3:1][O:2][C:3]1[CH:4]=[C:5]([CH:11]=[C:12]([O:16][CH3:17])[C:13]=1[O:14][CH3:15])[CH:6]=[CH:7][C:8]([Cl:20])=[O:9]. Starting materials: COC=1C=C(C=CC(=O)O)C=C(C1OC)OC (3,4,5-trimethoxycinnamic acid), S(=O)(Cl)Cl (thionyl chloride).